Dataset: the Open Reaction Database (ORD), a public repository of structured organic reaction records. Task: describe an organic reaction: reactants, conditions, products, and yield Reaction conditions: time 8 hour. Product: ClC=1C=C(C=C(C1OCC1=C(C=CC=C1)C1=CC=CC=C1)Cl)[N+](=O)[O-] (3,5-dichloro-4-(2-phenylphenylmethoxy)nitrobenzene). Procedure details: Into a 250 milliliter reaction flask equipped with a magnetic stirrer was added 10.04 grams (0.044 moles) of 3,4,5-trichloronitrobenzene, 8.16 grams (0.044 moles) of 2-phenylbenzyl alcohol, 1.29 grams (0.004 moles) of tetra-N-butylammonium bromide, 80 milliliters of toluene and aqueous sodium hydroxide (5.28 grams in 6.6 milliliters of water). The resulting mixture was stirred vigorously at ambient temperature overnight. The mixture was then diluted with water and filtered. The layers were separ... Run in CCCCCC (hexane), O (water). The reagents and catalysts are CCCC[N+](CCCC)(CCCC)CCCC.[Br-] (tetra-N-butylammonium bromide). Starting materials: ClC=1C=C(C=C(C1Cl)Cl)[N+](=O)[O-] (3,4,5-trichloronitrobenzene), C1(=CC=CC=C1)C1=C(CO)C=CC=C1 (2-phenylbenzyl alcohol), C1(=CC=CC=C1)C (toluene), [OH-].[Na+] (sodium hydroxide). Reaction SMILES: [Cl:1][C:2]1[CH:3]=[C:4]([N+:10]([O-:12])=[O:11])[CH:5]=[C:6]([Cl:9])[C:7]=1Cl.[C:13]1([C:19]2[CH:26]=[CH:25][CH:24]=[CH:23][C:20]=2[CH2:21][OH:22])[CH:18]=[CH:17][CH:16]=[CH:15][CH:14]=1.C1(C)C=CC=CC=1.[OH-].[Na+]>CCCC[N+](CCCC)(CCCC)CCCC.[Br-].O.CCCCCC>[Cl:9][C:6]1[CH:5]=[C:4]([N+:10]([O-:12])=[O:11])[CH:3]=[C:2]([Cl:1])[C:7]=1[O:22][CH2:21][C:20]1[CH:23]=[CH:24][CH:25]=[CH:26][C:19]=1[C:13]1[CH:18]=[CH:17][CH:16]=[CH:15][CH:14]=1 |f:3.4,5.6|. Reactants: Nc1nc2ccc3cc(N)c(Br)cc3c2c(=O)[nH]1, Cc1ccc2ccc3nc(N)[nH]c(=O)c3c2c1. The product is Nc1nc2ccc3ccc(O)cc3c2c(=O)[nH]1. RXN SMILES: [NH2:18][c:19]1[nH:20][c:21](=[O:29])[c:22]2[c:23]3[cH:24][c:25]([Br:26])[c:27]([NH2:28])[cH:30][c:31]3[cH:32][cH:33][c:34]2[n:35]1.[NH2:1][c:2]1[n:3][c:4]2[cH:5][cH:6][c:7]3[c:8]([c:9]2[c:10](=[O:12])[nH:11]1)[cH:13][c:14]([CH3:17])[cH:15][cH:16]3>>[NH2:1][c:2]1[n:3][c:4]2[cH:5][cH:6][c:7]3[c:8]([c:9]2[c:10](=[O:12])[nH:11]1)[cH:13][c:14]([OH:29])[cH:15][cH:16]3. Yields the product CC(=O)N1CCc2ccc(Cl)c(S(=O)(=O)Cl)c2C1. As a reaction SMILES: [C:1]([CH3:2])(=[O:3])[N:4]1[CH2:5][c:6]2[c:7]([NH2:15])[c:8]([Cl:14])[cH:9][cH:10][c:11]2[CH2:12][CH2:13]1.[CH3:34][C:35](=[O:36])[OH:37].[Cl-:23].[Cl-:25].[Cl-:31].[ClH:32].[Mg+2:24].[N:16]([O-:17])=[O:18].[N:20]([OH:21])=[O:22].[Na+:19].[O:26]=[S:27]=[O:28].[OH2:29].[OH2:30].[OH2:33]>>[C:1]([CH3:2])(=[O:3])[N:4]1[CH2:5][c:6]2[c:7]([S:27]([Cl:23])(=[O:26])=[O:28])[c:8]([Cl:14])[cH:9][cH:10][c:11]2[CH2:12][CH2:13]1. Reactants: CC(=O)N1CCc2ccc(Cl)c(N)c2C1, CC(=O)O, [Cl-], [Cl-], [Cl-], Cl, [Mg+2], O=N[O-], O=NO, [Na+], O=S=O, O, O, O. Starting materials: CCO, Clc1ncc(Cl)c(Cl)n1, Nc1cc(-c2ccccc2)[nH]n1, [Na+], [Na+], O=C([O-])[O-]. The product is Clc1ncc(Cl)c(Nc2cc(-c3ccccc3)[nH]n2)n1. RXN SMILES: [CH3:28][CH2:29][OH:30].[Cl:13][c:14]1[n:15][cH:16][c:17]([Cl:21])[c:18]([Cl:20])[n:19]1.[NH2:1][c:2]1[n:3][nH:4][c:5](-[c:7]2[cH:8][cH:9][cH:10][cH:11][cH:12]2)[cH:6]1.[Na+:22].[Na+:23].[O-:24][C:25](=[O:26])[O-:27]>>[NH:1]([c:2]1[n:3][nH:4][c:5](-[c:7]2[cH:8][cH:9][cH:10][cH:11][cH:12]2)[cH:6]1)[c:18]1[c:17]([Cl:21])[cH:16][n:15][c:14]([Cl:13])[n:19]1. The reactants are C(C)(C)(C)OC(=O)N1CCC(CC1)NC1=CC=C(C=C1)Cl (1-(tert-Butoxycarbonyl)-4-[(4-chlorophenyl)amino]piperidine), ClCC1=CC(=NC=C1)C1=CC(=C(C(=C1)OC)OC)OC (4-chloromethyl-2-(3,4,5-trimethoxyphenyl)pyridine). The product is C(C)(C)(C)OC(=O)N1CCC(CC1)N(CC1=CC(=NC=C1)C1=CC(=C(C(=C1)OC)OC)OC)C1=CC=C(C=C1)Cl (1-(tert-Butoxycarbonyl)-4-[N-(4-chlorophenyl)-N-[[2-(3,4,5-trimethoxyphenyl)pyridin-4-yl]methyl]amino]piperidine). As a reaction SMILES: [C:1]([O:5][C:6]([N:8]1[CH2:13][CH2:12][CH:11]([NH:14][C:15]2[CH:20]=[CH:19][C:18]([Cl:21])=[CH:17][CH:16]=2)[CH2:10][CH2:9]1)=[O:7])([CH3:4])([CH3:3])[CH3:2].Cl[CH2:23][C:24]1[CH:29]=[CH:28][N:27]=[C:26]([C:30]2[CH:35]=[C:34]([O:36][CH3:37])[C:33]([O:38][CH3:39])=[C:32]([O:40][CH3:41])[CH:31]=2)[CH:25]=1>>[C:1]([O:5][C:6]([N:8]1[CH2:13][CH2:12][CH:11]([N:14]([C:15]2[CH:20]=[CH:19][C:18]([Cl:21])=[CH:17][CH:16]=2)[CH2:23][C:24]2[CH:29]=[CH:28][N:27]=[C:26]([C:30]3[CH:35]=[C:34]([O:36][CH3:37])[C:33]([O:38][CH3:39])=[C:32]([O:40][CH3:41])[CH:31]=3)[CH:25]=2)[CH2:10][CH2:9]1)=[O:7])([CH3:4])([CH3:2])[CH3:3]. Procedure details: 1-(tert-Butoxycarbonyl)-4-[(4-chlorophenyl)amino]piperidine (621 mg) and 4-chloromethyl-2-(3,4,5-trimethoxyphenyl)pyridine (588 mg) was treated in the same manner as described in Example 9 to give light yellow amorphous of the title compound. Starting materials: ClC=1C=C(C=CC1Cl)[C@H]1[C@@H](CN(CCO1)C(=O)OC(C)(C)C)COS(=O)(=O)C (tert-butyl (6S,7R)-7-(3,4-dichlorophenyl)-6-{[(methylsulfonyl)oxy]methyl}-1,4-oxazepane-4-carboxylate), [N-]=[N+]=[N-].[Na+] (sodium azide). Run in CN(C)C=O (DMF). Reaction conditions: temperature 70 celsius, time 8 hour. Yields the product N(=[N+]=[N-])C[C@@H]1CN(CCO[C@H]1C1=CC(=C(C=C1)Cl)Cl)C(=O)OC(C)(C)C (tert-butyl (6S,7R)-6-(azidomethyl)-7-(3,4-dichlorophenyl)-1,4-oxazepane-4-carboxylate). Yield: 97.4%. RXN SMILES: [Cl:1][C:2]1[CH:3]=[C:4]([C@@H:9]2[O:15][CH2:14][CH2:13][N:12]([C:16]([O:18][C:19]([CH3:22])([CH3:21])[CH3:20])=[O:17])[CH2:11][C@H:10]2[CH2:23]OS(C)(=O)=O)[CH:5]=[CH:6][C:7]=1[Cl:8].[N-:29]=[N+:30]=[N-:31].[Na+]>CN(C=O)C>[N:29]([CH2:23][C@H:10]1[C@H:9]([C:4]2[CH:5]=[CH:6][C:7]([Cl:8])=[C:2]([Cl:1])[CH:3]=2)[O:15][CH2:14][CH2:13][N:12]([C:16]([O:18][C:19]([CH3:22])([CH3:21])[CH3:20])=[O:17])[CH2:11]1)=[N+:30]=[N-:31] |f:1.2|. Reported procedure: To a solution of tert-butyl (6S,7R)-7-(3,4-dichlorophenyl)-6-{[(methylsulfonyl)oxy]methyl}-1,4-oxazepane-4-carboxylate (1.43 g) in DMF (15 mL) was added sodium azide (322 mg), and the mixture was stirred at 70° C. overnight. The solvent was evaporated under reduced pressure, distilled water was added to the reaction mixture, and the mixture was extracted twice with ethyl acetate. The combined organic layers were washed with brine, and dried over anhydrous magnesium sulfate. The solvent was evapo... Reactants: Cc1c(C)n(Cc2ccccc2)c2c(N3CCc4ccccc4C3)nc(Cl)cc12, CO, [Na+], O, [SH-]. The product is Cc1c(C)n(Cc2ccccc2)c2c(N3CCc4ccccc4C3)nc(S)cc12. RXN SMILES: [CH2:1]([c:2]1[cH:3][cH:4][cH:5][cH:6][cH:7]1)[n:8]1[c:9]([CH3:29])[c:10]([CH3:28])[c:11]2[c:12]1[c:13]([N:18]1[CH2:19][c:20]3[cH:21][cH:22][cH:23][cH:24][c:25]3[CH2:26][CH2:27]1)[n:14][c:15]([Cl:17])[cH:16]2.[CH3:33][OH:34].[Na+:31].[OH2:32].[SH-:30]>>[CH2:1]([c:2]1[cH:3][cH:4][cH:5][cH:6][cH:7]1)[n:8]1[c:9]([CH3:29])[c:10]([CH3:28])[c:11]2[c:12]1[c:13]([N:18]1[CH2:19][c:20]3[cH:21][cH:22][cH:23][cH:24][c:25]3[CH2:26][CH2:27]1)[n:14][c:15]([SH:30])[cH:16]2.